From a dataset of the Open Reaction Database (ORD), a public repository of structured organic reaction records. describe an organic reaction: reactants, conditions, products, and yield Starting materials: CC(C)(C)OC(=O)N1CCC(=O)CC1, CCCC[SnH](CCCC)CCCC, C1CCOC1, [Li]CCCC, CC(C)NC(C)C. Yields the product CCCC[Sn](CCCC)(CCCC)C1(O)CCN(C(=O)OC(C)(C)C)CC1. As a reaction SMILES: [C:26]([CH3:27])([CH3:28])([CH3:29])[O:30][C:31](=[O:32])[N:33]1[CH2:34][CH2:35][C:36](=[O:39])[CH2:37][CH2:38]1.[CH2:13]([CH2:14][CH2:15][CH3:16])[SnH:17]([CH2:18][CH2:19][CH2:20][CH3:21])[CH2:22][CH2:23][CH2:24][CH3:25].[CH2:40]1[O:41][CH2:42][CH2:43][CH2:44]1.[CH2:8]([Li:9])[CH2:10][CH2:11][CH3:12].[CH:1]([NH:2][CH:3]([CH3:4])[CH3:5])([CH3:6])[CH3:7]>>[CH2:13]([CH2:14][CH2:15][CH3:16])[Sn:17]([CH2:18][CH2:19][CH2:20][CH3:21])([CH2:22][CH2:23][CH2:24][CH3:25])[C:36]1([OH:39])[CH2:35][CH2:34][N:33]([C:31]([O:30][C:26]([CH3:27])([CH3:28])[CH3:29])=[O:32])[CH2:38][CH2:37]1. The reactants are sodium polyphosphates, [O-]P1(=O)OP(=O)(OP(=O)(OP(=O)(OP(=O)(OP(=O)(O1)[O-])[O-])[O-])[O-])[O-].[Na+].[Na+].[Na+].[Na+].[Na+].[Na+] (sodium hexametaphosphate), [O-]P([O-])(=O)OP(=O)([O-])OP(=O)([O-])OP(=O)([O-])[O-].[Na+].[Na+].[Na+].[Na+].[Na+].[Na+] (hexasodium tetraphosphate). Yields the product [O-]P(=O)([O-])OP(=O)([O-])OP(=O)([O-])[O-].[Na+].[Na+].[Na+].[Na+].[Na+] (sodium tripolyphosphate). Reaction SMILES: [O-:1][P:2]1([O:19][P:17]([O-:20])(=[O:18])[O:16]P([O-])(=O)OP([O-])(=O)OP([O-])(=O)[O:7][P:5]([O-:24])(=[O:6])[O:4]1)=[O:3].[Na+:25].[Na+].[Na+].[Na+].[Na+].[Na+].[O-]P(OP(OP(OP([O-])([O-])=O)([O-])=O)([O-])=O)(=O)[O-].[Na+].[Na+].[Na+].[Na+].[Na+].[Na+]>>[O-:20][P:17]([O:19][P:2]([O:4][P:5]([O-:24])([O-:7])=[O:6])([O-:3])=[O:1])([O-:18])=[O:16].[Na+:25].[Na+:25].[Na+:25].[Na+:25].[Na+:25] |f:0.1.2.3.4.5.6,7.8.9.10.11.12.13,14.15.16.17.18.19|. Reported procedure: higher condensed sodium polyphosphates, e.g., sodium hexametaphosphate, hexasodium tetraphosphate (Graham's Salt); Starting materials: N[C@H](C(=O)NCCC[C@@H](CO)N(CC(C)C)S(=O)(=O)C1=CC=C(C=C1)N)CC1=CC=CC2=CC=CC=C12 ((2S,4S)-2-Amino-N-{4-[(4-amino-benzenesulfonyl)-isobutyl-amino]-5-hydroxy-pentyl}-3-naphthalen-1-yl-propionamide), N[C@H](C(=O)NCCC[C@@H](CO)N(CC(C)C)S(=O)(=O)C1=CC=C(C=C1)N)CC1=CC=CC2=CC=CC=C12 ((2S,4S)-2-Amino-N-{4-[(4-amino-benzenesulfonyl)-isobutyl-amino]-5-hydroxy-pentyl}-3-naphthalen-1-yl-propionamide), C(CC)=O (propionaldehyde). Yields the product NC1=CC=C(C=C1)S(=O)(=O)N([C@@H](CCCNC([C@H](CC1=CC=CC2=CC=CC=C12)NCCC)=O)CO)CC(C)C ((2S,4S)-N-{4-[(4-Amino-benzenesulfonyl)-isobutyl-amino]-5-hydroxy-pentyl}-3-naphthalen-1-yl-2-propylamino-propionamide). Reaction SMILES: [NH2:1][C@@H:2]([CH2:27][C:28]1[C:37]2[C:32](=[CH:33][CH:34]=[CH:35][CH:36]=2)[CH:31]=[CH:30][CH:29]=1)[C:3]([NH:5][CH2:6][CH2:7][CH2:8][C@H:9]([N:12]([S:17]([C:20]1[CH:25]=[CH:24][C:23]([NH2:26])=[CH:22][CH:21]=1)(=[O:19])=[O:18])[CH2:13][CH:14]([CH3:16])[CH3:15])[CH2:10][OH:11])=[O:4].[CH:38](=O)[CH2:39][CH3:40]>>[NH2:26][C:23]1[CH:22]=[CH:21][C:20]([S:17]([N:12]([CH2:13][CH:14]([CH3:16])[CH3:15])[C@H:9]([CH2:10][OH:11])[CH2:8][CH2:7][CH2:6][NH:5][C:3](=[O:4])[C@@H:2]([NH:1][CH2:38][CH2:39][CH3:40])[CH2:27][C:28]2[C:37]3[C:32](=[CH:33][CH:34]=[CH:35][CH:36]=3)[CH:31]=[CH:30][CH:29]=2)(=[O:19])=[O:18])=[CH:25][CH:24]=1. Procedure details: The title compound was prepared from (2S,4S)-2-amino-N-{4-[(4-amino-benzenesulfonyl)-isobutyl-amino]-5-hydroxy-pentyl}-3-naphthalen-1-yl-propionamide (product of example 8) as described in general procedure F using propionaldehyde. The final product was obtained in 54% yield. The reactants are COc1cccc2[nH]c(=O)oc(=O)c12, CN(C)C=O, [H-], CI, [Na+], CC(C)OC(C)C, O. Yields the product COc1cccc2c1c(=O)oc(=O)n2C. RXN SMILES: [CH3:1][O:2][c:3]1[cH:4][cH:5][cH:6][c:7]2[c:8]1[c:9](=[O:14])[o:10][c:11](=[O:13])[nH:12]2.[CH3:27][N:28]([CH3:29])[CH:30]=[O:31].[H-:15].[I:17][CH3:18].[Na+:16].[O:19]([CH:20]([CH3:24])[CH3:25])[CH:21]([CH3:22])[CH3:23].[OH2:26]>>[CH3:1][O:2][c:3]1[cH:4][cH:5][cH:6][c:7]2[c:8]1[c:9](=[O:14])[o:10][c:11](=[O:13])[n:12]2[CH3:20].